From a dataset of the Open Reaction Database (ORD), a public repository of structured organic reaction records. describe an organic reaction: reactants, conditions, products, and yield The reactants are O=C1OCC2=NC(=CC=C21)CCC=O (3-(5-Oxo-5,7-dihydro-furo[3,4-b]pyridin-2-yl)-propionaldehyde), C(C)N(CCNC)CC (N,N-diethyl-N′-methylethylenediamine). The product is C(C)N(CCCC1=CC=C2C(=N1)COC2=O)CC (2-(3- Diethylamino-propyl)-7H-furo[3,4-b]pyridin-5-one). Isolated yield 75.5%. Reaction SMILES: [O:1]=[C:2]1[C:10]2[C:5](=[N:6][C:7]([CH2:11][CH2:12][CH:13]=O)=[CH:8][CH:9]=2)[CH2:4][O:3]1.[CH2:15]([N:17](CC)[CH2:18][CH2:19]NC)[CH3:16]>>[CH2:15]([N:17]([CH2:18][CH3:19])[CH2:13][CH2:12][CH2:11][C:7]1[N:6]=[C:5]2[CH2:4][O:3][C:2](=[O:1])[C:10]2=[CH:9][CH:8]=1)[CH3:16]. Procedure: In a process similar to that described in Preparation 8, 3-(5-Oxo-5,7-dihydro-furo[3,4-b]pyridin-2-yl)-propionaldehyde (61 mg, 0.32 mmol) and N,N-diethyl-N′-methylethylenediamine (33 μL, 0.32 mmol) are reacted to provide the title compound as white solid (60 mg, 76%). Reactants: FC1=C(C=C(C=C1)S(=O)(=O)CCC)C#C[Si](C)(C)C ({[2-Fluoro-5-(propylsulfonyl)phenyl]ethynyl}trimethyl silane), BrC1=CC(=C(C(=O)N(C)C)C=C1)S(=O)(=O)C(C)C (4-bromo-2-(isopropylsulfonyl)-N,N-dimethylbenzamide), BrC1=CC(=C(C(=O)N(C)C)C=C1)S(=O)(=O)C(C)C (4-bromo-2-(isopropylsulfonyl)-N,N-dimethylbenzamide), C(C)(C)(C)OC(COC1=C(C=C(C=C1)Cl)C#C)=O (tert-butyl(4-chloro-2-ethynylphenoxy)acetate), C(C)(C)(C)OC(COC1=C(C=C(C=C1)Cl)C#C)=O (tert-butyl(4-chloro-2-ethynylphenoxy)acetate). The product is C(C)(C)(C)OC(COC1=C(C=C(C=C1)Cl)C#CC1=CC(=C(C=C1)C(=O)N(C)C)S(=O)(=O)C(C)C)=O (tert-butyl(4-chloro-2-{[4-[(dimethylamino)carbonyl]-3-(isopropylsulfonyl)phenyl]ethynyl}phenoxy)acetate). RXN SMILES: FC1C=CC(S(CCC)(=O)=O)=CC=1C#C[Si](C)(C)C.[C:20]([O:24][C:25](=[O:37])[CH2:26][O:27][C:28]1[CH:33]=[CH:32][C:31]([Cl:34])=[CH:30][C:29]=1[C:35]#[CH:36])([CH3:23])([CH3:22])[CH3:21].Br[C:39]1[CH:49]=[CH:48][C:42]([C:43]([N:45]([CH3:47])[CH3:46])=[O:44])=[C:41]([S:50]([CH:53]([CH3:55])[CH3:54])(=[O:52])=[O:51])[CH:40]=1>>[C:20]([O:24][C:25](=[O:37])[CH2:26][O:27][C:28]1[CH:33]=[CH:32][C:31]([Cl:34])=[CH:30][C:29]=1[C:35]#[C:36][C:39]1[CH:49]=[CH:48][C:42]([C:43]([N:45]([CH3:46])[CH3:47])=[O:44])=[C:41]([S:50]([CH:53]([CH3:55])[CH3:54])(=[O:51])=[O:52])[CH:40]=1)([CH3:23])([CH3:22])[CH3:21]. Procedure details: Following the general method as outlined in Intermediate 107, starting from (4-chloro-2-ethynyl-phenoxy)-acetic acid tert-butyl ester (Intermediate 3) and 4-bromo-2-(isopropylsulfonyl)-N,N-dimethylbenzamide (Intermediate 255), the title compound was obtained as brown sticky solid after purification by flash column chromatography (silica), eluting with cyclohexane containing increasing amounts of EtOAc. Starting materials: C1C(CCN2CCCCC12)CN (Quinolizidin-2-ylmethylamine), N1C=C(C2=CC=CC=C12)C(=O)Cl (indole-3-carboxylic acid chloride), 1b. Yields the product N1C=C(C2=CC=CC=C12)C(=O)N (indole-3-carboxamide). Yield: 55.0%. RXN SMILES: [CH2:1]1[CH:10]2[N:5]([CH2:6][CH2:7][CH2:8][CH2:9]2)[CH2:4]C[CH:2]1[CH2:11][NH2:12].N1C2C(=CC=CC=2)C(C(Cl)=[O:23])=C1>>[NH:5]1[C:10]2[C:1](=[CH:6][CH:7]=[CH:8][CH:9]=2)[C:2]([C:11]([NH2:12])=[O:23])=[CH:4]1. Reported procedure: eq-Quinolizidin-2-ylmethylamine (D12) was reacted with indole-3-carboxylic acid chloride using the method of Description 1b) to afford N-(eq-quinolizidin-2-ylmethyl) indole-3-carboxamide as a white solid (55%). The reactants are C(C)OC(=O)C=1NC2=CC=CC=C2C1C=O (3-formyl-1H-indole-2-carboxylic acid ethyl ester), BrCC=1C2=C(SC1)C=CC(=C2)F (3-bromomethyl-5-fluoro-benzo[b]thiophene). The product is C(C)OC(=O)C=1N(C2=CC=CC=C2C1C=O)CC=1C2=C(SC1)C=CC(=C2)F (1-(5-fluoro-benzo[b]thiophen-3-ylmethyl)-3-formyl-1H-indole-2-carboxylic acid ethyl ester). RXN SMILES: [CH2:1]([O:3][C:4]([C:6]1[NH:7][C:8]2[C:13]([C:14]=1[CH:15]=[O:16])=[CH:12][CH:11]=[CH:10][CH:9]=2)=[O:5])[CH3:2].Br[CH2:18][C:19]1[C:20]2[CH:27]=[C:26]([F:28])[CH:25]=[CH:24][C:21]=2[S:22][CH:23]=1>>[CH2:1]([O:3][C:4]([C:6]1[N:7]([CH2:18][C:19]2[C:20]3[CH:27]=[C:26]([F:28])[CH:25]=[CH:24][C:21]=3[S:22][CH:23]=2)[C:8]2[C:13]([C:14]=1[CH:15]=[O:16])=[CH:12][CH:11]=[CH:10][CH:9]=2)=[O:5])[CH3:2]. Reported procedure: Using general procedure B, 3-formyl-1H-indole-2-carboxylic acid ethyl ester was coupled with 3-bromomethyl-5-fluoro-benzo[b]thiophene (Lit. 18) to give 1-(5-fluoro-benzo[b]thiophen-3-ylmethyl)-3-formyl-1H-indole-2-carboxylic acid ethyl ester as white solid. MS: 382.3 ([M+H]+). The reactants are ( 3 ), C1CCC(CC1)N=C=NC2CCCCC2 (DCC), CC(C)(C)OC(=O)N[C@@H](CC1=CC=CC=C1)C(=O)O.NC1=NC=CC=C1 (N-α-t-BOC-L-phenylalanine 2-aminopyridine), C(CCCCCCCCC)(=O)O (decanoic acid). Yields the product C(CCCCCCCCC)N[C@@H](CC1=CC=CC=C1)C(=O)O.NC1=NC=CC=C1 (N-α-decyl-L-phenylalanine 2-aminopyridine). As a reaction SMILES: CC(O[C:6]([NH:8][C@H:9]([C:17]([OH:19])=[O:18])[CH2:10][C:11]1[CH:16]=[CH:15][CH:14]=[CH:13][CH:12]=1)=O)(C)C.[NH2:20][C:21]1[CH:26]=[CH:25][CH:24]=[CH:23][N:22]=1.[C:27](O)(=O)[CH2:28][CH2:29][CH2:30][CH2:31][CH2:32][CH2:33][CH2:34][CH2:35]C.C1CCC(N=C=NC2CCCCC2)CC1>>[CH2:6]([NH:8][C@H:9]([C:17]([OH:19])=[O:18])[CH2:10][C:11]1[CH:12]=[CH:13][CH:14]=[CH:15][CH:16]=1)[CH2:27][CH2:28][CH2:29][CH2:30][CH2:31][CH2:32][CH2:33][CH2:34][CH3:35].[NH2:20][C:21]1[CH:26]=[CH:25][CH:24]=[CH:23][N:22]=1 |f:0.1,4.5|. Procedure details: The acylated phenylalanine anilide imprint molecule was synthesized in three steps. (1) N-α-t-BOC-L-phenylalanine was coupled with 2-aminopyridine using DCC to give N-α-t-BOC-L-phenylalanine-2-aminopyridine. (2) The α-amine was then deprotected with TFA to give N-α-L-phenylalanine-2-aminopyridine. (3) To create a compound having the properties of a surfactant, the free amine was then acylated with decanoic acid using DCC to give N-α-decyl-L-phenylalanine-2-aminopyridine. Starting materials: O=Cc1ccc(Br)o1, CCOC(=O)CP(=O)(OCC)OCC, CN(C)C=O, [H-], [Na+]. The product is CCOC(=O)C=Cc1ccc(Br)o1. As a reaction SMILES: [Br:17][c:18]1[cH:19][cH:20][c:21]([CH:23]=[O:24])[o:22]1.[CH2:1]([O:2][P:3]([O:4][CH2:5][CH3:6])(=[O:7])[CH2:9][C:10](=[O:11])[O:12][CH2:13][CH3:14])[CH3:8].[CH3:25][N:26]([CH3:27])[CH:28]=[O:29].[H-:15].[Na+:16]>>[CH:9]([C:10](=[O:11])[O:12][CH2:13][CH3:14])=[CH:23][c:21]1[cH:20][cH:19][c:18]([Br:17])[o:22]1. Reactants: ClC1=CC(=C(C=C1)NC(OC1=CC=CC=C1)=O)C#N (phenyl (4-chloro-2-cyanophenyl)carbamate), O1CCCC1.CN (methylamine tetrahydrofuran). Product: ClC1=CC(=C(C=C1)NC(=O)NC)C#N (1-(4-chloro-2-cyanophenyl)-3-methylurea). RXN SMILES: [Cl:1][C:2]1[CH:7]=[CH:6][C:5]([NH:8][C:9](=[O:17])OC2C=CC=CC=2)=[C:4]([C:18]#[N:19])[CH:3]=1.O1CCCC1.[CH3:25][NH2:26]>>[Cl:1][C:2]1[CH:7]=[CH:6][C:5]([NH:8][C:9]([NH:26][CH3:25])=[O:17])=[C:4]([C:18]#[N:19])[CH:3]=1 |f:1.2|. Procedure details: (Step 1) Using phenyl (4-chloro-2-cyanophenyl)carbamate obtained in Example 47, Steps 1 and 2N methylamine tetrahydrofuran solution, and in the same manner as in Example 47, Step 2, 1-(4-chloro-2-cyanophenyl)-3-methylurea was obtained. Yields the product CC(CCc1ccc(OCCC(NC(=O)OCc2ccccc2)C(=O)O)cc1)=NNC=NN. Starting materials: CC(=O)O, CO, ClCCl, Cl, N=C(N)NN, CC(CCc1ccc(OCCC(NC(=O)OCc2ccccc2)C(=O)O)cc1)=NNC1=NCCN1, O. Reaction SMILES: [C:48]([OH:49])(=[O:50])[CH3:51].[CH3:45][OH:46].[Cl:42][CH2:43][Cl:44].[ClH:36].[NH2:37][NH:38][C:39]([NH2:40])=[NH:41].[NH:1]1[C:2]([NH:6][N:7]=[C:8]([CH2:9][CH2:10][c:11]2[cH:12][cH:13][c:14]([O:17][CH2:18][CH2:19][CH:20]([NH:21][C:22](=[O:23])[O:24][CH2:25][c:26]3[cH:27][cH:28][cH:29][cH:30][cH:31]3)[C:32](=[O:33])[OH:34])[cH:15][cH:16]2)[CH3:35])=[N:5][CH2:4][CH2:3]1.[OH2:47]>>[N:1](=[CH:2][NH:6][N:7]=[C:8]([CH2:9][CH2:10][c:11]1[cH:12][cH:13][c:14]([O:17][CH2:18][CH2:19][CH:20]([NH:21][C:22](=[O:23])[O:24][CH2:25][c:26]2[cH:27][cH:28][cH:29][cH:30][cH:31]2)[C:32](=[O:33])[OH:34])[cH:15][cH:16]1)[CH3:35])[NH2:37]. Yields the product N#Cc1ccc(Oc2ccc([N+](=O)[O-])c(Oc3ccccc3)c2Cl)cc1. As a reaction SMILES: [C:19](#[N:20])[c:21]1[cH:22][cH:23][c:24]([OH:27])[cH:25][cH:26]1.[CH3:28][S:29]([CH3:30])=[O:31].[Cl:1][c:2]1[c:3]([O:12][c:13]2[cH:14][cH:15][cH:16][cH:17][cH:18]2)[c:4]([N+:9](=[O:10])[O-:11])[cH:5][cH:6][c:7]1[Cl:8].[Na+:33].[OH-:32].[OH2:34]>>[Cl:1][c:2]1[c:3]([O:12][c:13]2[cH:14][cH:15][cH:16][cH:17][cH:18]2)[c:4]([N+:9](=[O:10])[O-:11])[cH:5][cH:6][c:7]1[O:27][c:24]1[cH:23][cH:22][c:21]([C:19]#[N:20])[cH:26][cH:25]1. Starting materials: N#Cc1ccc(O)cc1, CS(C)=O, O=[N+]([O-])c1ccc(Cl)c(Cl)c1Oc1ccccc1, [Na+], [OH-], O.